Dataset: the Open Reaction Database (ORD), a public repository of structured organic reaction records. Task: describe an organic reaction: reactants, conditions, products, and yield Reactants: FC=1C=C(C=CC1F)O (3,4-difluorophenol), BrCC1CC[Si](CC1)(C1=CC=CC=C1)CCCCF (4-bromomethyl-1-(4-fluorobutyl)-1-phenyl-1-silacyclohexane). The product is FC=1C=C(C=CC1F)OC[C@@H]1CC[Si@H](CC1)CCCCF (trans-4-(3,4-difluorophenyloxymethyl)-1-(4-fluorobutyl)-1-silacyclohexane). As a reaction SMILES: [F:1][C:2]1[CH:3]=[C:4]([OH:9])[CH:5]=[CH:6][C:7]=1[F:8].Br[CH2:11][CH:12]1[CH2:17][CH2:16][Si:15]([CH2:24][CH2:25][CH2:26][CH2:27][F:28])(C2C=CC=CC=2)[CH2:14][CH2:13]1>>[F:1][C:2]1[CH:3]=[C:4]([O:9][CH2:11][C@H:12]2[CH2:13][CH2:14][Si@H:15]([CH2:24][CH2:25][CH2:26][CH2:27][F:28])[CH2:16][CH2:17]2)[CH:5]=[CH:6][C:7]=1[F:8]. Procedure details: The general procedure of Example 9 was repeated using 3,4-difluorophenol and 4-bromomethyl-1-(4-fluorobutyl)-1-phenyl-1-silacyclohexane, thereby obtaining the intended compound. The reactants are COC(CCC=1NC(C=CC1)(OCCCC\C=C\C1=CC=C(C=C1)OC)I)=O (6-iodo-3-[6-(4-methoxyphenyl-(5E)-5-hexenyloxy]-2-pyridyl}-propionic acid methyl ester), C(C)OC=C[Sn](CCCC)(CCCC)CCCC (ethoxyvinyltributyltin), bis-triphenylphosphine palladium(II) chloride. Run in C1(=CC=CC=C1)C (toluene). Reaction conditions: temperature 110 celsius. Yields the product COC(CCC=1NC(C=CC1)(OCCCC\C=C\C1=CC=C(C=C1)OC)C(C)=O)=O (6-acetyl-3-[6-(4-methoxyphenyl-(5E)-5-hexenyloxy]-2-pyridyl}-propionic acid methyl ester). Yield: 23.1%. As a reaction SMILES: [CH3:1][O:2][C:3](=[O:28])[CH2:4][CH2:5][C:6]1[NH:7][C:8](I)([O:12][CH2:13][CH2:14][CH2:15][CH2:16]/[CH:17]=[CH:18]/[C:19]2[CH:24]=[CH:23][C:22]([O:25][CH3:26])=[CH:21][CH:20]=2)[CH:9]=[CH:10][CH:11]=1.[CH2:29]([O:31]C=C[Sn](CCCC)(CCCC)CCCC)[CH3:30]>C1(C)C=CC=CC=1>[CH3:1][O:2][C:3](=[O:28])[CH2:4][CH2:5][C:6]1[NH:7][C:8]([C:29](=[O:31])[CH3:30])([O:12][CH2:13][CH2:14][CH2:15][CH2:16]/[CH:17]=[CH:18]/[C:19]2[CH:24]=[CH:23][C:22]([O:25][CH3:26])=[CH:21][CH:20]=2)[CH:9]=[CH:10][CH:11]=1. Procedure details: A solution of 495 mg of 3-{6-iodo-3-[6-(4-methoxyphenyl-(5E)-5-hexenyloxy]-2-pyridyl}-propionic acid methyl ester and 397 mg of ethoxyvinyltributyltin in 2 ml of toluene is mixed with 30 mg of bis-triphenylphosphine-palladium(II) chloride and heated for six hours with stirring to 110° C. The reaction mixture is filtered on diatomaceous earth, the filter residue is washed with diethyl ether, the filtrate is mixed with 1.5 ml of 2n hydrochloric acid and stirred for 4 hours at room temperature. The... Starting materials: C(C=C)C1=C(C=CC(=C1)F)O (2-allyl-4-fluorophenol), ClCCCN1CCC2(C(NCN2C2=CC=CC=C2)=O)CC1 (8-(3-chloropropyl)-1-phenyl-4-oxo-1,3,8-triazaspiro[4,5]decane), C([O-])([O-])=O.[K+].[K+] (potassium carbonate). Run in C1(=CC=CC=C1)C (toluene). Yields the product C(C=C)C1=C(OCCCN2CCC3(C(NCN3C3=CC=CC=C3)=O)CC2)C=CC(=C1)F (8-{3-(2-allyl-4-fluorophenoxy)propyl}-1-phenyl-4-oxo-1,3,8-triazaspiro[4,5]decane). Reaction SMILES: [CH2:1]([C:4]1[CH:9]=[C:8]([F:10])[CH:7]=[CH:6][C:5]=1[OH:11])[CH:2]=[CH2:3].Cl[CH2:13][CH2:14][CH2:15][N:16]1[CH2:32][CH2:31][C:19]2([N:23]([C:24]3[CH:29]=[CH:28][CH:27]=[CH:26][CH:25]=3)[CH2:22][NH:21][C:20]2=[O:30])[CH2:18][CH2:17]1.C(=O)([O-])[O-].[K+].[K+]>C1(C)C=CC=CC=1>[CH2:1]([C:4]1[CH:9]=[C:8]([F:10])[CH:7]=[CH:6][C:5]=1[O:11][CH2:13][CH2:14][CH2:15][N:16]1[CH2:17][CH2:18][C:19]2([N:23]([C:24]3[CH:25]=[CH:26][CH:27]=[CH:28][CH:29]=3)[CH2:22][NH:21][C:20]2=[O:30])[CH2:31][CH2:32]1)[CH:2]=[CH2:3] |f:2.3.4|. Procedure: A mixture of 1.5 g of 2-allyl-4-fluorophenol, 3.1 g of 8-(3-chloropropyl)-1-phenyl-4-oxo-1,3,8-triazaspiro[4,5]decane, 0.7 g of potassium carbonate and 40 ml of toluene was heated under reflux for 10 hours. After cooling, the reaction mixture was washed with water, dried over sodium sulfate and evaporated under reduced pressure. The residue was triturated with ether, cooled and filtered to give 8-{3-(2-allyl-4-fluorophenoxy)propyl}-1-phenyl-4-oxo-1,3,8-triazaspiro[4,5]decane, m.p. 110° - 113° C;...